The task is: describe an organic reaction: reactants, conditions, products, and yield. This data is from the Open Reaction Database (ORD), a public repository of structured organic reaction records. Reactants: Cc1c(-c2cc(Br)c(=O)n(C)c2)cccc1[N+](=O)[O-], O=C([O-])[O-], CCO, Cl, [Fe], [K+], [K+]. The product is Cc1c(N)cccc1-c1cc(Br)c(=O)n(C)c1. As a reaction SMILES: [Br:1][c:2]1[c:3](=[O:19])[n:4]([CH3:18])[cH:5][c:6](-[c:8]2[c:9]([CH3:17])[c:10]([N+:14]([O-:15])=[O:16])[cH:11][cH:12][cH:13]2)[cH:7]1.[C:21](=[O:22])([O-:23])[O-:24].[CH3:28][CH2:29][OH:30].[ClH:20].[Fe:27].[K+:25].[K+:26]>>[Br:1][c:2]1[c:3](=[O:19])[n:4]([CH3:18])[cH:5][c:6](-[c:8]2[c:9]([CH3:17])[c:10]([NH2:14])[cH:11][cH:12][cH:13]2)[cH:7]1. The reactants are CC[SiH](CC)CC, COC(=O)Cn1c(C)cc2cc(F)ccc21, ClCCl, ClCCCl, O=C(O)C(F)(F)F, O=Cc1sccc1S(=O)(=O)c1cccnc1. The product is COC(=O)Cn1c(C)c(Cc2sccc2S(=O)(=O)c2cccnc2)c2cc(F)ccc21. RXN SMILES: [CH2:1]([SiH:2]([CH2:3][CH3:4])[CH2:5][CH3:6])[CH3:7].[CH3:15][O:16][C:17]([CH2:18][n:19]1[c:20]([CH3:29])[cH:21][c:22]2[cH:23][c:24]([F:28])[cH:25][cH:26][c:27]12)=[O:30].[Cl:47][CH2:48][Cl:49].[Cl:50][CH2:51][CH2:52][Cl:53].[OH:8][C:9]([C:10]([F:11])([F:12])[F:13])=[O:14].[n:31]1[cH:32][c:33]([S:37](=[O:38])(=[O:39])[c:40]2[c:41]([CH:45]=[O:46])[s:42][cH:43][cH:44]2)[cH:34][cH:35][cH:36]1>>[CH3:15][O:16][C:17]([CH2:18][n:19]1[c:20]([CH3:29])[c:21]([CH2:45][c:41]2[c:40]([S:37]([c:33]3[cH:32][n:31][cH:36][cH:35][cH:34]3)(=[O:38])=[O:39])[cH:44][cH:43][s:42]2)[c:22]2[cH:23][c:24]([F:28])[cH:25][cH:26][c:27]12)=[O:30]. Reactants: C(C)(C)(C)OC(NC(C(=O)NC1=NC(=C(C=C1)C1CCCC1)C#CC1=CC=CC=C1)C)=O (tert-butyl-N-[1-[[5-cyclopentyl-6-(2-phenylethynyl)pyridin-2-yl]amino]-1-oxopropan-2-yl]carbamate), C(Cl)Cl.C(=O)(C(F)(F)F)O (DCM TFA). Solvent: C(Cl)Cl (DCM). Reaction conditions: time 90 minute. Product: NC(C(=O)NC1=NC(=C(C=C1)C1CCCC1)C#CC1=CC=CC=C1)C (2-amino-N-[5-cyclopentyl-6-(2-phenylethynyl)pyridin-2-yl]-propan-amide). Reaction SMILES: C(OC(=O)[NH:7][CH:8]([CH3:31])[C:9]([NH:11][C:12]1[CH:17]=[CH:16][C:15]([CH:18]2[CH2:22][CH2:21][CH2:20][CH2:19]2)=[C:14]([C:23]#[C:24][C:25]2[CH:30]=[CH:29][CH:28]=[CH:27][CH:26]=2)[N:13]=1)=[O:10])(C)(C)C.C(Cl)Cl.C(O)(C(F)(F)F)=O>C(Cl)Cl>[NH2:7][CH:8]([CH3:31])[C:9]([NH:11][C:12]1[CH:17]=[CH:16][C:15]([CH:18]2[CH2:19][CH2:20][CH2:21][CH2:22]2)=[C:14]([C:23]#[C:24][C:25]2[CH:30]=[CH:29][CH:28]=[CH:27][CH:26]=2)[N:13]=1)=[O:10] |f:1.2|. Procedure: A mixture of tert-butyl-N-[1-[[5-cyclopentyl-6-(2-phenylethynyl)pyridin-2-yl]amino]-1-oxopropan-2-yl]carbamate E2e (18 mg, 0.04 mmol) and DCM:TFA (9:1, 2 ml) is stirred at RT for 90 minutes. The mixture is diluted with DCM and extracted with a saturated aqueous solution of NaHCO3. The combined organic layers are dried over MgSO4 and concentrated in vacuo. The product is purified by RP HPLC. Yield: 13 mg (94%). HPLC-MS: M+H=334; tR=2.09 min (*Method—1). The reactants are ( 5 ), BrCC1OCC2=C(O1)C=C(C=C2F)S(=O)(=O)C (2-(bromomethyl)-5-fluoro-7-(methylsulfonyl)-4H-1,3-benzodioxine), ( 5 ), CNCC (N-methylethanamine), ( 5 ), ( 3 ). The solvent is CCO (EtOH). Product: FC1=CC(=CC=2OC(OCC21)CN(CC)C)S(=O)(=O)C (N-{[5-FLUORO-7-(METHYLSULFONYL)-4H-1,3-BENZODIOXIN-2-YL]METHYL}-N-METHYLETHANAMINE). As a reaction SMILES: Br[CH2:2][CH:3]1[O:8][C:7]2[CH:9]=[C:10]([S:14]([CH3:17])(=[O:16])=[O:15])[CH:11]=[C:12]([F:13])[C:6]=2[CH2:5][O:4]1.[CH3:18][NH:19][CH2:20][CH3:21]>CCO>[F:13][C:12]1[C:6]2[CH2:5][O:4][CH:3]([CH2:2][N:19]([CH3:18])[CH2:20][CH3:21])[O:8][C:7]=2[CH:9]=[C:10]([S:14]([CH3:17])(=[O:16])=[O:15])[CH:11]=1. Reported procedure: Preparation according to Example 34 using 2-(bromomethyl)-5-fluoro-7-(methylsulfonyl)-4H-1,3-benzodioxine (8.5 mg, 0.026 mmol), N-methylethanamine (0.5 ml) and EtOH (3 ml). MS m/z (rel. intensity, 70 eV) 303 (M+, 0.2), 95 (5), 75 (5), 73 (5), 72 (bp), 58 (3). Starting materials: N(=[N+]=[N-])C1=CC=C(C=C1)[N+](=O)[O-] (1-azido-4-nitrobenzene), C(C#C)Br (propargyl bromide). Solvent: C1(=CC=CC=C1)C (toluene). Reaction conditions: temperature 60 celsius. Yields the product BrCC=1N=NN(C1)C1=CC=C(N)C=C1 (4-(4-(bromomethyl)-1H-1,2,3-triazol-1-yl)aniline), BrCC1=CN=NN1C1=CC=C(N)C=C1 (4-(5-(bromomethyl)-1H-1,2,3-triazol-1-yl)aniline). As a reaction SMILES: [N:1]([C:4]1[CH:9]=[CH:8][C:7]([N+:10]([O-])=O)=[CH:6][CH:5]=1)=[N+:2]=[N-:3].[CH2:13]([Br:16])[C:14]#[CH:15]>C1(C)C=CC=CC=1>[Br:16][CH2:13][C:14]1[N:3]=[N:2][N:1]([C:4]2[CH:9]=[CH:8][C:7]([NH2:10])=[CH:6][CH:5]=2)[CH:15]=1.[Br:16][CH2:13][C:14]1[N:1]([C:4]2[CH:9]=[CH:8][C:7]([NH2:10])=[CH:6][CH:5]=2)[N:2]=[N:3][CH:15]=1. Procedure: A mixture of 1-azido-4-nitrobenzene (0.5 g, 3.0 mmol), propargyl bromide (80% in toluene) (0.7 mL, 0.6 mmol) and toluene (3 mL) in a sealed tube was heated to 60° C. for 24 h. The reaction mixture was cooled to room temperature and concentrated to give two inseparable isomers 4-(4-(bromomethyl)-1H-1,2,3-triazol-1-yl)aniline and 4-(5-(bromomethyl)-1H-1,2,3-triazol-1-yl)aniline in a 2/1 ratio (as judged by analytical HPLC analysis) which were hydrogenated to afford a mixture of 4-(4-methyl-1H-1,2,... Reactants: O=C(NC(=S)NC1CCN(CCc2c[nH]c3ccccc23)CC1)c1ccccc1, [Na+], [OH-], O. Yields the product NC(=S)NC1CCN(CCc2c[nH]c3ccccc23)CC1. As a reaction SMILES: [C:1](=[O:2])([c:3]1[cH:4][cH:5][cH:6][cH:7][cH:8]1)[NH:9][C:10](=[S:11])[NH:12][CH:13]1[CH2:14][CH2:15][N:16]([CH2:19][CH2:20][c:21]2[cH:22][nH:23][c:24]3[cH:25][cH:26][cH:27][cH:28][c:29]23)[CH2:17][CH2:18]1.[Na+:31].[OH-:30].[OH2:32]>>[NH2:9][C:10](=[S:11])[NH:12][CH:13]1[CH2:14][CH2:15][N:16]([CH2:19][CH2:20][c:21]2[cH:22][nH:23][c:24]3[cH:25][cH:26][cH:27][cH:28][c:29]23)[CH2:17][CH2:18]1. Reported procedure: To a boiling solution of 32.4 g (376 mmoles) of anhydrous piperazine in 45 ml of anhydrous ethanol a solution of 6.3 g (37 mmoles) of 3-(4-fluorophenyl)-2-propenyl chloride in 60 ml of anhydrous ethanol is dropped under stirring and reflux cooling, within 1 hour. The solvent is removed in vacuo, the residue is dissolved in chloroform and washed with water to be free from piperazine. The organic phase is dried, evaporated and the crude product is--if necessary--distilled off in vacuo. Thus 5.4 g ... RXN SMILES: [NH:1]1[CH2:6][CH2:5][NH:4][CH2:3][CH2:2]1.[F:7][C:8]1[CH:13]=[CH:12][C:11]([CH:14]=[CH:15][CH2:16]Cl)=[CH:10][CH:9]=1>C(O)C>[F:7][C:8]1[CH:13]=[CH:12][C:11]([CH:14]=[CH:15][CH2:16][N:1]2[CH2:6][CH2:5][NH:4][CH2:3][CH2:2]2)=[CH:10][CH:9]=1. The reactants are N1CCNCC1 (piperazine), FC1=CC=C(C=C1)C=CCCl (3-(4-fluorophenyl)-2-propenyl chloride). The product is FC1=CC=C(C=C1)C=CCN1CCNCC1 (1-[3-(4-Fluorophenyl)-2-propenyl]-piperazine). Yield: 66.3%. Solvent: C(C)O (ethanol), C(C)O (ethanol). The reactants are CI (Methyl iodide), [Si](C)(C)(C(C)(C)C)O[C@@H]1CC[C@H](CC1)N1N=CC(=C1)I (1-(trans-4-{[tert-Butyl(dimethyl)silyl]oxy}cyclohexyl)-4-iodo-1H-pyrazole), C1CCOC1 (THF), C(C)(C)[N-]C(C)C.[Li+] (Lithium Diisopropylamide), C1CCCCC1 (Cyclohexane), [NH4+].[Cl-] (NH4Cl). Reaction conditions: time 5 minute. The product is [Si](C)(C)(C(C)(C)C)O[C@@H]1CC[C@H](CC1)N1N=CC(=C1C)I (1-(trans-4-{[tert-Butyl(dimethyl)silyl]oxy}cyclohexyl)-4-iodo-5-methyl-1H-pyrazole). RXN SMILES: [Si:1]([O:8][C@H:9]1[CH2:14][CH2:13][C@H:12]([N:15]2[CH:19]=[C:18]([I:20])[CH:17]=[N:16]2)[CH2:11][CH2:10]1)([C:4]([CH3:7])([CH3:6])[CH3:5])([CH3:3])[CH3:2].[CH2:21]1COCC1.C([N-]C(C)C)(C)C.[Li+].C1CCCCC1.CI.[NH4+].[Cl-]>>[Si:1]([O:8][C@H:9]1[CH2:14][CH2:13][C@H:12]([N:15]2[C:19]([CH3:21])=[C:18]([I:20])[CH:17]=[N:16]2)[CH2:11][CH2:10]1)([C:4]([CH3:7])([CH3:5])[CH3:6])([CH3:3])[CH3:2] |f:2.3,6.7|. Reported procedure: A solution of 1-(trans-4-{[tert-Butyl(dimethyl)silyl]oxy}cyclohexyl)-4-iodo-1H-pyrazole (2.00 g, 4.92 mmol) in THF (20 mL, 200 mmol) was cooled to −78° C., and 1.5 M of Lithium Diisopropylamide in Cyclohexane (4.26 mL, 6.40 mmol) was added. After stirring for 5 min, Methyl iodide (2 mL, 20 mmol) was added slowly, and the mixture was stirred at −78° C. for 30 min. Sat. NH4Cl was added to quench, and the organic solvent was removed in vacuo. The material was extracted with DCM and water, and the o... Reactants: Cc1ccccc1, COc1cccc(C=O)c1O, O, O=S(=O)(Cl)Cl. The product is COc1cc(Cl)cc(C=O)c1O. RXN SMILES: [CH3:18][c:19]1[cH:20][cH:21][cH:22][cH:23][cH:24]1.[O:6]=[CH:7][c:8]1[c:9]([OH:10])[c:11]([O:12][CH3:13])[cH:14][cH:15][cH:16]1.[OH2:17].[S:1]([Cl:2])(=[O:3])([Cl:4])=[O:5]>>[Cl:4][c:15]1[cH:14][c:11]([O:12][CH3:13])[c:9]([OH:10])[c:8]([CH:7]=[O:6])[cH:16]1.